From a dataset of the Open Reaction Database (ORD), a public repository of structured organic reaction records. describe an organic reaction: reactants, conditions, products, and yield Starting materials: ClC1=NN=C(C2=CC=CC=C12)NC1=CC=C(C=C1)Cl (1-chloro-4-(4-chlorophenylamino)-phthalazine), N1=CC(=CC=C1)CO (3-pyridyl-carbinol), C1CCC2=NCCCN2CC1 (DBU). Yields the product ClC1=CC=C(C=C1)NC1=NN=C(C2=CC=CC=C12)OCC=1C=NC=CC1 (1-(4-chlorophenylamino)-4-(3-pyridylmethoxy)phthalazine). Yield: 55.9%. Reaction SMILES: Cl[C:2]1[C:11]2[C:6](=[CH:7][CH:8]=[CH:9][CH:10]=2)[C:5]([NH:12][C:13]2[CH:18]=[CH:17][C:16]([Cl:19])=[CH:15][CH:14]=2)=[N:4][N:3]=1.[N:20]1[CH:25]=[CH:24][CH:23]=[C:22]([CH2:26][OH:27])[CH:21]=1.C1CCN2C(=NCCC2)CC1>>[Cl:19][C:16]1[CH:17]=[CH:18][C:13]([NH:12][C:5]2[C:6]3[C:11](=[CH:10][CH:9]=[CH:8][CH:7]=3)[C:2]([O:27][CH2:26][C:22]3[CH:21]=[N:20][CH:25]=[CH:24][CH:23]=3)=[N:3][N:4]=2)=[CH:14][CH:15]=1. Reported procedure: A dry 50-mL round-bottomed flask was equipped with a stir bar and an argon inlet. The flask was charged with 1-chloro-4-(4-chlorophenylamino)-phthalazine (R. D. Haworth and S. Robinson, J. Chem. Soc. 1948, pp.777-782) (2.00 g; ˜6.12 mmol), 3-pyridyl-carbinol (Aldrich) (10.02 g, 91.85 mmol), and DBU (18.3 mL, ˜18.7 g, ˜123 mmol). The reaction was heated at 125 C for 28 h. The mixture was cooled to room temperature and distilled water (400 mL) was added with stirring. The aqueous phase was extract... Reactants: CO, O=[N+]([O-])c1ccc(N2CCOCC2)cc1, N. Yields the product Nc1ccc(N2CCOCC2)cc1. Reaction SMILES: [CH3:17][OH:18].[N+:1]([O-:2])(=[O:3])[c:4]1[cH:5][cH:6][c:7]([N:10]2[CH2:11][CH2:12][O:13][CH2:14][CH2:15]2)[cH:8][cH:9]1.[NH3:16]>>[NH2:1][c:4]1[cH:5][cH:6][c:7]([N:10]2[CH2:11][CH2:12][O:13][CH2:14][CH2:15]2)[cH:8][cH:9]1. Reactants: [H][H] (hydrogen), ( 100 ), ClC1=CC=C(C=C1)C=C1C(C2=C(O1)C=C(C=C2)OC)(O)C2=CC=C(C=C2)OCCN2CCOCC2 (2-(p-chlorophenylmethylene)-3-[p-(2-morpholinoethoxy)phenyl]-6-methoxy- 2,3-dihydrobenzo[b]furan-3-ol), N(CH2CH2)2O, ( 10 ), [Br-].[Mg+2].[Br-] (Magnesium bromide), ( 35 ), ArH, [H-].[H-].[H-].[H-].[Li+].[Al+3] (LiAlH4), N(CH2CH2)2O. Solvent: C(C)(=O)OCC (ethyl acetate), CCOCC (ether), CCOCC (ether). Conditions: time 1 hour. Yields the product ClC1=CC=C(CC2=C(C3=C(O2)C=C(C=C3)OC)C3=CC=C(C=C3)OCCN3CCOCC3)C=C1 (2-(p-Chlorobenzyl)-3-[p-(2-morpholinoethoxy)phenyl]-6-methoxybenzo[b]furan). As a reaction SMILES: [Br-].[Mg+2].[Br-].[Cl:4][C:5]1[CH:10]=[CH:9][C:8]([CH:11]=[C:12]2[O:16][C:15]3[CH:17]=[C:18]([O:21][CH3:22])[CH:19]=[CH:20][C:14]=3[C:13]2([C:24]2[CH:29]=[CH:28][C:27]([O:30][CH2:31][CH2:32][N:33]3[CH2:38][CH2:37][O:36][CH2:35][CH2:34]3)=[CH:26][CH:25]=2)O)=[CH:7][CH:6]=1.[H-].[H-].[H-].[H-].[Li+].[Al+3].[H][H]>CCOCC.C(OCC)(=O)C>[Cl:4][C:5]1[CH:10]=[CH:9][C:8]([CH2:11][C:12]2[O:16][C:15]3[CH:17]=[C:18]([O:21][CH3:22])[CH:19]=[CH:20][C:14]=3[C:13]=2[C:24]2[CH:25]=[CH:26][C:27]([O:30][CH2:31][CH2:32][N:33]3[CH2:34][CH2:35][O:36][CH2:37][CH2:38]3)=[CH:28][CH:29]=2)=[CH:7][CH:6]=1 |f:0.1.2,4.5.6.7.8.9|. Reported procedure: Magnesium bromide etherate (0.194 g, 0.75 mmol) was dissolved in 20 ml ether in a two-necked flask under oxygen-free nitrogen atmosphere at room temperature. After stirring for 1 hour, 2-(p-chlorophenylmethylene)-3-[p-(2-morpholinoethoxy)phenyl]-6-methoxy- 2,3-dihydrobenzo[b]furan-3-ol (5) (0.247 g, 0.5 mmol) in ether (10 ml) was added dropwise to the mixture. After stirring for 4 hours, LiAlH4 (0.076 g, 2.0 mmol) was added to the above reaction mixture. The reaction mixture was left overnight a... Reactants: COC(=O)C1=NC(=C(C=C1N)C(F)(F)F)Br (3-Amino-6-bromo-5-trifluoromethyl-pyridine-2-carboxylic acid methyl ester), COC(=O)C1=NC(=C(C=C1N)C(F)(F)F)Br (3-Amino-6-bromo-5-trifluoromethyl-pyridine-2-carboxylic acid methyl ester), Cl (HCl). Conditions: temperature 150 celsius, time 1 hour. The product is NC=1C(=NC(=C(C1)C(F)(F)F)Cl)C(=O)O (3-Amino-6-chloro-5-trifluoromethyl-pyridine-2-carboxylic acid). Reaction SMILES: C[O:2][C:3]([C:5]1[C:10]([NH2:11])=[CH:9][C:8]([C:12]([F:15])([F:14])[F:13])=[C:7](Br)[N:6]=1)=[O:4].[ClH:17]>>[NH2:11][C:10]1[C:5]([C:3]([OH:2])=[O:4])=[N:6][C:7]([Cl:17])=[C:8]([C:12]([F:15])([F:14])[F:13])[CH:9]=1. Procedure: 3-Amino-6-bromo-5-trifluoromethyl-pyridine-2-carboxylic acid methyl ester (Intermediate 3D) (100 mg, 0.334 mmol) was dissolved in 5M HCl (2.5 ml) and heated at 150° C., 5.5 bar in the microwave for 1 hour. The reaction mixture was purified by reverse phase chromatography eluting with water/MeCN to afford the title compound. MS m/z 241 [M+H]+. 1H NMR (400 MHz, DMSO-d6) δ 13.33 (1H, br hump), 7.79 (1H, s), 7.19 (2H, br s As a reaction SMILES: [Br:1][CH:2]=[C:3]1[c:4]2[c:5]([cH:15][c:16]([F:19])[cH:17][cH:18]2)[O:6][CH2:7][c:8]2[c:9]1[cH:10][cH:11][c:12]([F:14])[cH:13]2.[C:47](=[O:48])([O-:49])[O-:50].[Na+:51].[Na+:52].[O:130]1[CH2:131][CH2:132][O:133][CH2:134][CH2:135]1.[O:20]1[CH2:21][CH2:22][N:23]([CH2:26][CH2:27][n:28]2[c:29](=[O:46])[nH:30][c:31]3[c:32]2[cH:33][cH:34][c:35]([B:37]2[O:38][C:39]([CH3:40])([CH3:41])[C:42]([CH3:43])([CH3:44])[O:45]2)[cH:36]3)[CH2:24][CH2:25]1.[cH:53]1[cH:54][cH:55][c:56]([P:57]([Pd:58]([P:59]([c:60]2[cH:61][cH:62][cH:63][cH:64][cH:65]2)([c:66]2[cH:67][cH:68][cH:69][cH:70][cH:71]2)[c:72]2[cH:73][cH:74][cH:75][cH:76][cH:77]2)([P:78]([c:79]2[cH:80][cH:81][cH:82][cH:83][cH:84]2)([c:85]2[cH:86][cH:87][cH:88][cH:89][cH:90]2)[c:91]2[cH:92][cH:93][cH:94][cH:95][cH:96]2)[P:97]([c:98]2[cH:99][cH:100][cH:101][cH:102][cH:103]2)([c:104]2[cH:105][cH:106][cH:107][cH:108][cH:109]2)[c:110]2[cH:111][cH:112][cH:113][cH:114][cH:115]2)([c:116]2[cH:117][cH:118][cH:119][cH:120][cH:121]2)[c:122]2[cH:123][cH:124][cH:125][cH:126][cH:127]2)[cH:128][cH:129]1>>[CH:2](=[C:3]1[c:4]2[c:5]([cH:15][c:16]([F:19])[cH:17][cH:18]2)[O:6][CH2:7][c:8]2[c:9]1[cH:10][cH:11][c:12]([F:14])[cH:13]2)[c:35]1[cH:34][cH:33][c:32]2[n:28]([CH2:27][CH2:26][N:23]3[CH2:22][CH2:21][O:20][CH2:25][CH2:24]3)[c:29](=[O:46])[nH:30][c:31]2[cH:36]1. The reactants are Fc1ccc2c(c1)COc1cc(F)ccc1C2=CBr, O=C([O-])[O-], [Na+], [Na+], C1COCCO1, CC1(C)OB(c2ccc3c(c2)[nH]c(=O)n3CCN2CCOCC2)OC1(C)C, c1ccc(P(c2ccccc2)(c2ccccc2)[Pd](P(c2ccccc2)(c2ccccc2)c2ccccc2)(P(c2ccccc2)(c2ccccc2)c2ccccc2)P(c2ccccc2)(c2ccccc2)c2ccccc2)cc1. Yields the product O=c1[nH]c2cc(C=C3c4ccc(F)cc4COc4cc(F)ccc43)ccc2n1CCN1CCOCC1. Starting materials: FC1=C(C=C(C=C1)OC)C(C#N)CC1=CC=CC=C1 (2-(2-fluoro-5-methoxy-phenyl)-3-phenyl-propionitrile), solution, B(Br)(Br)Br (boron tribromide). Solvent: ClCCl (dichloromethane), ClCCl (dichloromethane), ClCCl (dichloromethane). The product is FC1=C(C=C(C=C1)O)C(C#N)CC1=CC=CC=C1 (2-(2-Fluoro-5-hydroxy-phenyl)-3-phenyl-propionitrile). RXN SMILES: [F:1][C:2]1[CH:7]=[CH:6][C:5]([O:8]C)=[CH:4][C:3]=1[CH:10]([CH2:13][C:14]1[CH:19]=[CH:18][CH:17]=[CH:16][CH:15]=1)[C:11]#[N:12].B(Br)(Br)Br>ClCCl>[F:1][C:2]1[CH:7]=[CH:6][C:5]([OH:8])=[CH:4][C:3]=1[CH:10]([CH2:13][C:14]1[CH:15]=[CH:16][CH:17]=[CH:18][CH:19]=1)[C:11]#[N:12]. Procedure details: To a stirred and cooled (0° C.) solution of 2-(2-fluoro-5-methoxy-phenyl)-3-phenyl-propionitrile (5.68 g, 22.25 mmol) in 150 ml dichloromethane under argon was added dropwise a 1M solution of boron tribromide in dichloromethane (66.7 ml, 66.7 mmol). The reaction was allowed to warm up to room temperature. The mixture was stirred over night, poured on ice water, diluted with dichloromethane. The organic layer was separated and the aqueous layer extracted twice with dichloromethane. The combined o... Reaction SMILES: [H][H].[F:3][C:4]([F:23])=[C:5]([F:22])[C:6]([F:21])([F:20])[C:7]([F:19])([F:18])[C:8]([F:17])([F:16])[C:9]([F:15])([F:14])[C:10]([F:13])([F:12])[F:11]>>[F:3][CH:4]([F:23])[C:5]([F:22])([C:5]([F:22])([CH:4]([F:3])[F:23])[C:6]([F:21])([F:20])[C:7]([F:19])([F:18])[C:8]([F:17])([F:16])[C:9]([F:15])([F:14])[C:10]([F:13])([F:12])[F:11])[C:6]([F:20])([F:21])[C:7]([F:18])([F:19])[C:8]([F:16])([F:17])[C:9]([F:15])([F:14])[C:10]([F:13])([F:12])[F:11]. Run at time 25 hour. Procedure details: A stream of hydrogen (30 ml/min) saturated with perfluoro-1-heptene was passed into the photoreactor and photolyzed for 25 hours. 5.7 g of crude product consisted of a mixture of dimers (GC-MS) whose major component (55%) was the title compound, which shows the characteristic CF2H-CFRR' moiety by 1H-NMR (in d6 -acetone: 6.30 8;J1H-F =51.5 Hz, J2H-F =4.5 Hz). Starting materials: [H][H] (hydrogen), FC(=C(C(C(C(C(C(F)(F)F)(F)F)(F)F)(F)F)(F)F)F)F (perfluoro-1-heptene), crude product. Yields the product FC(C(C(C(C(C(C(F)(F)F)(F)F)(F)F)(F)F)(F)F)(C(C(C(C(C(C(F)(F)F)(F)F)(F)F)(F)F)(F)F)(C(F)F)F)F)F (6,7-bis(difluoromethyl)perfluorododecane). The reactants are IC1=C(C(=O)O)C=C(C=C1)O (2-iodo-5-hydroxybenzoic acid), C(=O)(O)[O-].[Na+] (NaHCO3), C([O-])([O-])=O.[Cs+].[Cs+] (cesium carbonate), COC1=CC=C(CCl)C=C1 (4-methoxybenzyl chloride). The solvent is C(C)#N (acetonitrile). Conditions: temperature 65 celsius. The product is COC1=CC=C(COC(C2=C(C=CC(=C2)OCC2=CC=C(C=C2)OC)I)=O)C=C1 (2-iodo-5-(4-methoxybenzyloxy)benzoic acid 4-methoxybenzyl ester). Yield: 30.0%. As a reaction SMILES: [I:1][C:2]1[CH:10]=[CH:9][C:8]([OH:11])=[CH:7][C:3]=1[C:4]([OH:6])=[O:5].[C:12](=[O:15])([O-])[O-].[Cs+].[Cs+].[CH3:18][O:19][C:20]1[CH:27]=[CH:26][C:23]([CH2:24]Cl)=[CH:22][CH:21]=1.C([O-])(O)=O.[Na+]>C(#N)C>[CH3:18][O:19][C:20]1[CH:27]=[CH:26][C:23]([CH2:24][O:5][C:4](=[O:6])[C:3]2[CH:7]=[C:8]([O:11][CH2:4][C:3]3[CH:7]=[CH:8][C:9]([O:15][CH3:12])=[CH:10][CH:2]=3)[CH:9]=[CH:10][C:2]=2[I:1])=[CH:22][CH:21]=1 |f:1.2.3,5.6|. Procedure details: To a stirred solution of 2-iodo-5-hydroxybenzoic acid (prepared according to the method described in J. Am. Chem. Soc., 1984, 106, 2651) (27.15 g, 103 mmol) in anhydrous acetonitrile (400 mL) was added cesium carbonate (73.80 g, 227 mmol) and 4-methoxybenzyl chloride (33.5 mL, 247 mmol). The resulting solid mass was broken up and the mixture heated at 65° C. for 15 h. The reaction mixture was poured into sat. NaHCO3 (aq.) (400 mL) and the resultant mixture extracted with ethyl acetate (3×300 mL)... The solvent is [Cl-].[Na+].O (brine), C(C)(=O)O (acetic acid). As a reaction SMILES: [NH2:1][C:2]1[C:3]([CH3:13])=[CH:4][C:5]([CH2:8][C:9]([O:11][CH3:12])=[O:10])=[N:6][CH:7]=1.[CH:14](OCC)(OCC)OCC.[N-:24]=[N+:25]=[N-:26].[Na+]>C(O)(=O)C.[Cl-].[Na+].O>[CH3:13][C:3]1[C:2]([N:1]2[CH:14]=[N:26][N:25]=[N:24]2)=[CH:7][N:6]=[C:5]([CH2:8][C:9]([O:11][CH3:12])=[O:10])[CH:4]=1 |f:2.3,5.6.7|. Yields the product CC1=CC(=NC=C1N1N=NN=C1)CC(=O)OC (methyl 2-(4-methyl-5-(1H-tetrazol-1-yl)pyridin-2-yl)acetate). Conditions: temperature 80 celsius, time 3 hour. Procedure details: Methyl 2-(5-amino-4-methylpyridin-2-yl)acetate (90 mg, 0.499 mmol) was stirred in acetic acid (3 ml) then added triethyl orthoformate (0.166 ml, 0.999 mmol) and sodium azide (58.4 mg, 0.899 mmol). The mixture was stirred at 80° C. for 3 hrs then diluted with brine and extracted with ethyl acetate. The organic layer was dried over Na2SO4, filtered and evaporated to dryness. The residue was chromatographed thru 40 g ISCO Redi-sep column and eluted with 5% MeOH/DCM to yield methyl 2-(4-methyl-5-(1H... Reactants: C(OCC)(OCC)OCC (triethyl orthoformate), NC=1C(=CC(=NC1)CC(=O)OC)C (Methyl 2-(5-amino-4-methylpyridin-2-yl)acetate), [N-]=[N+]=[N-].[Na+] (sodium azide). Starting materials: O=C(O)c1ccc(OCCCCCCCCCCBr)cc1, CCOC(=S)SCCCCCCCCCCOc1ccc(C(=O)Oc2ccc(C=O)cc2)cc1, [O-][Cl+][O-], [Na+], Oc1cccc(O)c1. The product is CCOC(=S)SCCCCCCCCCCOc1ccc(C(=O)Oc2ccc(C(=O)O)cc2)cc1. RXN SMILES: [Br:1][CH2:2][CH2:3][CH2:4][CH2:5][CH2:6][CH2:7][CH2:8][CH2:9][CH2:10][CH2:11][O:12][c:13]1[cH:14][cH:15][c:16]([C:17]([OH:18])=[O:19])[cH:20][cH:21]1.[CH2:30]([CH3:31])[O:32][C:33](=[S:34])[S:35][CH2:36][CH2:37][CH2:38][CH2:39][CH2:40][CH2:41][CH2:42][CH2:43][CH2:44][CH2:45][O:46][c:47]1[cH:48][cH:49][c:50]([C:51](=[O:52])[O:53][c:54]2[cH:55][cH:56][c:57]([CH:60]=[O:61])[cH:58][cH:59]2)[cH:62][cH:63]1.[Cl+:64]([O-:65])[O-:66].[Na+:67].[OH:22][c:23]1[cH:24][c:25]([OH:26])[cH:27][cH:28][cH:29]1>>[OH:12][C:60]([c:57]1[cH:56][cH:55][c:54]([O:53][C:51]([c:50]2[cH:49][cH:48][c:47]([O:46][CH2:45][CH2:44][CH2:43][CH2:42][CH2:41][CH2:40][CH2:39][CH2:38][CH2:37][CH2:36][S:35][C:33]([O:32][CH2:30][CH3:31])=[S:34])[cH:63][cH:62]2)=[O:52])[cH:59][cH:58]1)=[O:61].